From a dataset of the Open Reaction Database (ORD), a public repository of structured organic reaction records. describe an organic reaction: reactants, conditions, products, and yield Starting materials: CC1(OCC(CC1=O)=O)C (2,2-dimethyl-2H-pyran-3,5(4H,6H)-dione), S(O)(O)(=O)=O (sulfuric acid), N (ammonia). Solvent: C(C)O (ethanol), C(C)O (ethanol). Conditions: time 16 hour. Product: NC1=CC(C(OC1)(C)C)=O (5-amino-2,2-dimethyl-2H-pyran-3(6H)-one). RXN SMILES: [CH3:1][C:2]1([CH3:10])[C:7](=[O:8])[CH2:6][C:5](=O)[CH2:4][O:3]1.S(=O)(=O)(O)O.[NH3:16]>C(O)C>[NH2:16][C:5]1[CH2:4][O:3][C:2]([CH3:10])([CH3:1])[C:7](=[O:8])[CH:6]=1. Procedure details: The product from Example 66C (1.5 g, 11 mmol) in ethanol (40 mL) was treated with concentrated sulfuric acid (0.4 mL), refluxed for 4 hours, cooled to ambient temperature, treated with 2M ammonia in ethanol (50 mL), stirred at ambient temperature for 16 hours and concentrated. The residue was purified by chromatography on silica gel eluting with 10% methanol in dichloromethane to provide the title compound (1.0 g). The reactants are COC(=O)c1c(I)cccc1CBr, CCOC(C)=O, Cc1ccccc1, CCCCCC, [K+], [K+], O=C([O-])[O-], CC(CCN)c1ccccc1. Product: CC(CCN1Cc2cccc(I)c2C1=O)c1ccccc1. Reaction SMILES: [CH3:1][O:2][C:3]([c:4]1[c:5]([CH2:11][Br:12])[cH:6][cH:7][cH:8][c:9]1[I:10])=[O:13].[CH3:31][CH2:32][O:33][C:34](=[O:35])[CH3:36].[CH3:37][c:38]1[cH:39][cH:40][cH:41][cH:42][cH:43]1.[CH3:44][CH2:45][CH2:46][CH2:47][CH2:48][CH3:49].[K+:25].[K+:26].[O-:27][C:28]([O-:29])=[O:30].[c:14]1([CH:20]([CH2:21][CH2:22][NH2:23])[CH3:24])[cH:15][cH:16][cH:17][cH:18][cH:19]1>>[C:3]1(=[O:13])[c:4]2[c:5]([cH:6][cH:7][cH:8][c:9]2[I:10])[CH2:11][N:23]1[CH2:22][CH2:21][CH:20]([c:14]1[cH:15][cH:16][cH:17][cH:18][cH:19]1)[CH3:24]. The reactants are ClC(C(=O)N1C(O[C@@H]([C@H]1CF)C1=CC=C(C=C1)[Sn](C)(C)C)(C)C)Cl (2,2-dichloro-1-((4S,5R)-4-(fluoromethyl)-2,2-dimethyl-5-(4-(trimethylstannyl)-phenyl)-oxazolidin-3-yl)ethanone), BrC=1C=CC(=NC1)CNS(=O)(=O)CC (N-((5-bromopyridin-2-yl)methyl)ethanesulfonamide), O1C(=CC=C1)P(C=1OC=CC1)C=1OC=CC1 (tri-2-furylphosphine). The reagents and catalysts are C=1C=CC(=CC1)/C=C/C(=O)/C=C/C2=CC=CC=C2.C=1C=CC(=CC1)/C=C/C(=O)/C=C/C2=CC=CC=C2.C=1C=CC(=CC1)/C=C/C(=O)/C=C/C2=CC=CC=C2.[Pd].[Pd] (Pd2(dba)3). The solvent is C(C)OC(C)=O (ethylacetate), CN1C(CCC1)=O (N-Methyl-2-pyrrolidone). Reaction conditions: temperature 80 celsius. Product: ClC(C(=O)N1C(O[C@@H]([C@H]1CF)C1=CC=C(C=C1)C=1C=CC(=NC1)CNS(=O)(=O)CC)(C)C)Cl (N-((5-(4-((4S,5R)-3-(2,2-dichloroacetyl)-4-(fluoromethyl)-2,2-dimethyloxazolidin-5-yl)phenyl)pyridin-2-yl)methyl)-ethanesulfonamide). Yield: 43.1%. RXN SMILES: [Cl:1][CH:2]([Cl:24])[C:3]([N:5]1[C@H:9]([CH2:10][F:11])[C@@H:8]([C:12]2[CH:17]=[CH:16][C:15]([Sn](C)(C)C)=[CH:14][CH:13]=2)[O:7][C:6]1([CH3:23])[CH3:22])=[O:4].Br[C:26]1[CH:27]=[CH:28][C:29]([CH2:32][NH:33][S:34]([CH2:37][CH3:38])(=[O:36])=[O:35])=[N:30][CH:31]=1.O1C=CC=C1P(C1OC=CC=1)C1OC=CC=1>CN1CCCC1=O.C(OC(=O)C)C.C1C=CC(/C=C/C(/C=C/C2C=CC=CC=2)=O)=CC=1.C1C=CC(/C=C/C(/C=C/C2C=CC=CC=2)=O)=CC=1.C1C=CC(/C=C/C(/C=C/C2C=CC=CC=2)=O)=CC=1.[Pd].[Pd]>[Cl:1][CH:2]([Cl:24])[C:3]([N:5]1[C@H:9]([CH2:10][F:11])[C@@H:8]([C:12]2[CH:17]=[CH:16][C:15]([C:26]3[CH:27]=[CH:28][C:29]([CH2:32][NH:33][S:34]([CH2:37][CH3:38])(=[O:35])=[O:36])=[N:30][CH:31]=3)=[CH:14][CH:13]=2)[O:7][C:6]1([CH3:23])[CH3:22])=[O:4] |f:5.6.7.8.9|. Reported procedure: 2,2-dichloro-1-((4S,5R)-4-(fluoromethyl)-2,2-dimethyl-5-(4-(trimethylstannyl)-phenyl)-oxazolidin-3-yl)ethanone (281 mg, 0.66 mmol) and N-((5-bromopyridin-2-yl)methyl)ethanesulfonamide (155 mg, 0.56 mmol) are dissolved in N-Methyl-2-pyrrolidone (40 mL) and purged with nitrogen gas. Pd2(dba)3 (51 mg, 0.055 mmol) and tri-2-furylphosphine (27 mg, 0.11 mmol) are added; the resulting mixture is heated to 80° C. for 18 hours. The reaction mixture is cooled, diluted with ethylacetate, and washed with wa... Reactants: [BH4-], CC(=O)NC(Cc1csc2ccccc12)C(=O)C=Cc1cc(C(F)(F)F)cc(C(F)(F)F)c1, CCO, ClCCl, [Na+], O. Yields the product CC(=O)NC(Cc1csc2ccccc12)C(O)C=Cc1cc(C(F)(F)F)cc(C(F)(F)F)c1. As a reaction SMILES: [BH4-:34].[C:1]([CH3:2])(=[O:3])[NH:4][CH:5]([CH2:6][c:7]1[c:8]2[c:9]([s:10][cH:11]1)[cH:12][cH:13][cH:14][cH:15]2)[C:16]([CH:17]=[CH:18][c:19]1[cH:20][c:21]([C:29]([F:30])([F:31])[F:32])[cH:22][c:23]([C:25]([F:26])([F:27])[F:28])[cH:24]1)=[O:33].[CH2:40]([OH:41])[CH3:42].[Cl:37][CH2:38][Cl:39].[Na+:35].[OH2:36]>>[C:1]([CH3:2])(=[O:3])[NH:4][CH:5]([CH2:6][c:7]1[c:8]2[c:9]([s:10][cH:11]1)[cH:12][cH:13][cH:14][cH:15]2)[CH:16]([CH:17]=[CH:18][c:19]1[cH:20][c:21]([C:29]([F:30])([F:31])[F:32])[cH:22][c:23]([C:25]([F:26])([F:27])[F:28])[cH:24]1)[OH:33]. Isolated yield 53.9%. Reaction conditions: temperature 100 celsius. The product is C(C)(=O)OCC=1C(=NC=CC1C=1N=C(C(N(C1)C)=O)NC=1C=NN(C1)CC)N1C(C2=C(C=C(C=C2C=N1)C(C)(C)C)F)=O ((2-(6-tert-Butyl-8-fluoro-1-oxophthalazin-2(1H)-yl)-4-(6-(1-ethyl-1H-pyrazol-4-ylamino)-4-methyl-5-oxo-4,5-dihydropyrazin-2-yl)pyridin-3-yl)methyl Acetate). Reagents/catalysts: C1=CC=C(C=C1)P([C-]2C=CC=C2)C3=CC=CC=C3.C1=CC=C(C=C1)P([C-]2C=CC=C2)C3=CC=CC=C3.Cl[Pd]Cl.[Fe+2] (PdCl2(dppf)). The reactants are BrC=1N=C(C(N(C1)C)=O)NC=1C=NN(C1)CC (5-Bromo-3-(1-ethyl-1H-pyrazol-4-ylamino)-1-methylpyrazin-2(1H)-one), C(C)(=O)OCC=1C(=NC=CC1B(O)O)N1C(C2=C(C=C(C=C2C=N1)C(C)(C)C)F)=O (3-(Acetoxymethyl)-2-(6-tert-butyl-8-fluoro-1-oxophthalazin-2(1H)-yl)pyridin-4-ylboronic Acid), [O-]P(=O)([O-])[O-].[K+].[K+].[K+] (K3PO4), C(C)(=O)[O-].[Na+] (sodium acetate). Reported procedure: A 50-mL round-bottomed flask equipped with a magnetic stirrer and a reflux condenser was charged with 123c (151 mg, 0.51 mmol), 3-(acetoxymethyl)-2-(6-tert-butyl-8-fluoro-1-oxophthalazin-2(1H)-yl)pyridin-4-ylboronic acid 116c (206 mg, 0.50 mmol), PdCl2(dppf) (22 mg, 0.030 mmol), K3PO4 (216 mg, 1.02 mmol), sodium acetate (84 mg, 1.02 mmol), acetonitrile (10 mL), and water (0.5 mL). After three cycles of vacuum/argon flush, the mixture was heated at 100° C. for 3 h. It was then filtered and the fi... Reaction SMILES: Br[C:2]1[N:3]=[C:4]([NH:10][C:11]2[CH:12]=[N:13][N:14]([CH2:16][CH3:17])[CH:15]=2)[C:5](=[O:9])[N:6]([CH3:8])[CH:7]=1.[C:18]([O:21][CH2:22][C:23]1[C:24]([N:32]2[N:41]=[CH:40][C:39]3[C:34](=[C:35]([F:46])[CH:36]=[C:37]([C:42]([CH3:45])([CH3:44])[CH3:43])[CH:38]=3)[C:33]2=[O:47])=[N:25][CH:26]=[CH:27][C:28]=1B(O)O)(=[O:20])[CH3:19].[O-]P([O-])([O-])=O.[K+].[K+].[K+].C([O-])(=O)C.[Na+]>C1C=CC(P(C2C=CC=CC=2)[C-]2C=CC=C2)=CC=1.C1C=CC(P(C2C=CC=CC=2)[C-]2C=CC=C2)=CC=1.Cl[Pd]Cl.[Fe+2].O.C(#N)C>[C:18]([O:21][CH2:22][C:23]1[C:24]([N:32]2[N:41]=[CH:40][C:39]3[C:34](=[C:35]([F:46])[CH:36]=[C:37]([C:42]([CH3:44])([CH3:43])[CH3:45])[CH:38]=3)[C:33]2=[O:47])=[N:25][CH:26]=[CH:27][C:28]=1[C:2]1[N:3]=[C:4]([NH:10][C:11]2[CH:12]=[N:13][N:14]([CH2:16][CH3:17])[CH:15]=2)[C:5](=[O:9])[N:6]([CH3:8])[CH:7]=1)(=[O:20])[CH3:19] |f:2.3.4.5,6.7,8.9.10.11|. The solvent is O (water), C(C)#N (acetonitrile). Reactants: CCN(CC)S(F)(F)F, O=C1N(C2CCCCC2)CCC12CC(O)CN2Cc1ccc(Cl)cc1, ClCCl. Product: O=C1N(C2CCCCC2)CCC12CC(F)CN2Cc1ccc(Cl)cc1. Reaction SMILES: [CH2:1]([N:2]([S:3]([F:4])([F:5])[F:7])[CH2:6][CH3:8])[CH3:9].[Cl:10][c:11]1[cH:12][cH:13][c:14]([CH2:15][N:16]2[CH2:17][CH:18]([OH:32])[CH2:19][C:20]23[C:21](=[O:31])[N:22]([CH:25]2[CH2:26][CH2:27][CH2:28][CH2:29][CH2:30]2)[CH2:23][CH2:24]3)[cH:33][cH:34]1.[Cl:35][CH2:36][Cl:37]>>[F:7][CH:18]1[CH2:17][N:16]([CH2:15][c:14]2[cH:13][cH:12][c:11]([Cl:10])[cH:34][cH:33]2)[C:20]2([CH2:19]1)[C:21](=[O:31])[N:22]([CH:25]1[CH2:26][CH2:27][CH2:28][CH2:29][CH2:30]1)[CH2:23][CH2:24]2. The reactants are CC(C)(C)OC(=O)N1CCCC1C(=O)N1CCOCC1, ClCCl, O=C(O)C(F)(F)F. The product is O=C(O)C(F)(F)F, O=C(C1CCCN1)N1CCOCC1. Reaction SMILES: [C:1]([O:2][C:3](=[O:4])[N:8]1[CH:9]([C:13](=[O:14])[N:15]2[CH2:16][CH2:17][O:18][CH2:19][CH2:20]2)[CH2:10][CH2:11][CH2:12]1)([CH3:5])([CH3:6])[CH3:7].[Cl:28][CH2:29][Cl:30].[F:21][C:22]([C:23](=[O:24])[OH:25])([F:26])[F:27]>>[F:21][C:22]([C:23](=[O:24])[OH:25])([F:26])[F:27].[NH:8]1[CH:9]([C:13](=[O:14])[N:15]2[CH2:16][CH2:17][O:18][CH2:19][CH2:20]2)[CH2:10][CH2:11][CH2:12]1. Reactants: OCCOCCN1CCNCC1 (1-[2-(hydroxyethoxy)-ethyl]-piperazine), C1(=CC=CC=C1)SC1=C(C=CC=C1)N (2-phenylsulfanylphenylamine), C(=O)(Cl)Cl (phosgene). Run in C1(=CC=CC=C1)C (toluene), C(C)N(CC)CC (triethylamine), C1(=CC=CC=C1)C (toluene), C(C)N(CC)CC (triethylamine), C1(=CC=CC=C1)C (Toluene). Reaction conditions: temperature -50 celsius, time 1.5 hour. Product: C1(=CC=CC=C1)SC1=C(C=CC=C1)NC(=O)N1CCN(CC1)CCOCCO (4-[2-(2-hydroxyethoxy)-ethyl]-piperazine-carboxylic acid (2-phenylsulfanyl-phenyl)-amide). Reaction SMILES: [C:1](Cl)(Cl)=[O:2].[C:5]1([S:11][C:12]2[CH:17]=[CH:16][CH:15]=[CH:14][C:13]=2[NH2:18])[CH:10]=[CH:9][CH:8]=[CH:7][CH:6]=1.[OH:19][CH2:20][CH2:21][O:22][CH2:23][CH2:24][N:25]1[CH2:30][CH2:29][NH:28][CH2:27][CH2:26]1>C1(C)C=CC=CC=1.C(N(CC)CC)C>[C:5]1([S:11][C:12]2[CH:17]=[CH:16][CH:15]=[CH:14][C:13]=2[NH:18][C:1]([N:28]2[CH2:29][CH2:30][N:25]([CH2:24][CH2:23][O:22][CH2:21][CH2:20][OH:19])[CH2:26][CH2:27]2)=[O:2])[CH:6]=[CH:7][CH:8]=[CH:9][CH:10]=1. Procedure details: The reaction was carried out without isolation of intermediates in a one pot synthesis. Toluene (30 ml) and phosgene solution (20% in xylene, 9.1 ml, 17.16 mmol) were charged into a reaction flask. The mixture was cooled to −50° C. A mixture of 2-phenylsulfanylphenylamine (3 g, 14.9 mmol), triethylamine (2.4 ml, 17.1 mmol) and toluene (5 ml) was charged into the reaction flask at −50° C. during 5 min. The mixture was allowed to reach room temperature and it was stirred at room temperature for 1.... Starting materials: solution, B(Br)(Br)Br (boron tribromide), COC=1C=C2CCN(CC2=CC1)C1=CC=C(C=C1)OC (6-methoxy-2-(4-methoxyphenyl)-1,2,3,4-tetrahydroisoquinoline). Solvent: C(Cl)Cl (CH2Cl2), C(Cl)Cl (CH2Cl2), C(Cl)Cl (CH2Cl2). The product is OC1=CC=C(C=C1)N1CC2=CC=C(C=C2CC1)O (2-(4-hydroxyphenyl)-1,2,3,4-tetrahydroisoquinoline-6-ol). The yield is 80.6%. As a reaction SMILES: B(Br)(Br)Br.C[O:6][C:7]1[CH:8]=[C:9]2[C:14](=[CH:15][CH:16]=1)[CH2:13][N:12]([C:17]1[CH:22]=[CH:21][C:20]([O:23]C)=[CH:19][CH:18]=1)[CH2:11][CH2:10]2>C(Cl)Cl>[OH:23][C:20]1[CH:21]=[CH:22][C:17]([N:12]2[CH2:11][CH2:10][C:9]3[C:14](=[CH:15][CH:16]=[C:7]([OH:6])[CH:8]=3)[CH2:13]2)=[CH:18][CH:19]=1. Procedure details: A 1.0 M solution of boron tribromide in CH2Cl2 (0.54 mL) was added dropwise to a cooled (−15° C.) solution of 6-methoxy-2-(4-methoxyphenyl)-1,2,3,4-tetrahydroisoquinoline (0.036 g) in CH2Cl2 (1.4 mL). After 30 min the reaction was warmed to room temperature. After 2 h the reaction was diluted with CH2Cl2 (30 mL) and washed successively with saturated aqueous sodium bicarbonate (2×20 mL) and saturated aqueous sodium chloride (1×15 mL). The organic extract was dried and evaporated. The resulting r... Starting materials: COC(=O)C(Cc1ccc(OCCc2ccc(OS(C)(=O)=O)cc2)cc1)OC(C)C, [Li+], [OH-], O. Product: CC(C)OC(Cc1ccc(OCCc2ccc(OS(C)(=O)=O)cc2)cc1)C(=O)O. RXN SMILES: [CH3:1][O:2][C:3]([CH:4]([CH2:5][c:6]1[cH:7][cH:8][c:9]([O:12][CH2:13][CH2:14][c:15]2[cH:16][cH:17][c:18]([O:21][S:22](=[O:23])(=[O:24])[CH3:25])[cH:19][cH:20]2)[cH:10][cH:11]1)[O:26][CH:27]([CH3:28])[CH3:29])=[O:30].[Li+:31].[OH-:32].[OH2:33]>>[O:2]=[C:3]([CH:4]([CH2:5][c:6]1[cH:7][cH:8][c:9]([O:12][CH2:13][CH2:14][c:15]2[cH:16][cH:17][c:18]([O:21][S:22](=[O:23])(=[O:24])[CH3:25])[cH:19][cH:20]2)[cH:10][cH:11]1)[O:26][CH:27]([CH3:28])[CH3:29])[OH:30].